Dataset: the Open Reaction Database (ORD), a public repository of structured organic reaction records. Task: describe an organic reaction: reactants, conditions, products, and yield Starting materials: ClCl (chlorine), ClS(=O)(=O)O (ClSO3H), C1=CC(=C(C#N)C#N)C=CC1=C(C#N)C#N (TCNQ), C(CCCCCCCCCCCCCCCCC)(=O)Cl (stearoyl chloride). The product is ClC(C(=O)Cl)CCCCCCCCCCCCCCCC (2-chlorostearoyl chloride). Reaction SMILES: [C:1]([Cl:20])(=[O:19])[CH2:2][CH2:3][CH2:4][CH2:5][CH2:6][CH2:7][CH2:8][CH2:9][CH2:10][CH2:11][CH2:12][CH2:13][CH2:14][CH2:15][CH2:16][CH2:17][CH3:18].ClCl.[Cl:23]S(O)(=O)=O.C1C(=C(C#N)C#N)C=CC(=C(C#N)C#N)C=1>>[Cl:23][CH:2]([CH2:3][CH2:4][CH2:5][CH2:6][CH2:7][CH2:8][CH2:9][CH2:10][CH2:11][CH2:12][CH2:13][CH2:14][CH2:15][CH2:16][CH2:17][CH3:18])[C:1]([Cl:20])=[O:19]. Procedure details: Following the procedure of Example I, stearoyl chloride is reacted with chlorine in the presence of ClSO3H and TCNQ. The product is distilled to provide substantially pure 2-chlorostearoyl chloride. The reactants are O=C([O-])[O-], CC#N, CC(COC(F)F)Oc1cc(O)cc(C(=O)Nc2ccn(C)n2)c1, [K+], [K+], O=C(c1cnc(Cl)c(Cl)c1)N1CCC1. Yields the product CC(COC(F)F)Oc1cc(Oc2ncc(C(=O)N3CCC3)cc2Cl)cc(C(=O)Nc2ccn(C)n2)c1. Reaction SMILES: [C:39](=[O:40])([O-:41])[O-:42].[CH3:45][C:46]#[N:47].[F:1][CH:2]([O:3][CH2:4][CH:5]([CH3:6])[O:7][c:8]1[cH:9][c:10]([C:11](=[O:12])[NH:13][c:14]2[n:15][n:16]([CH3:19])[cH:17][cH:18]2)[cH:20][c:21]([OH:23])[cH:22]1)[F:24].[K+:43].[K+:44].[N:25]1([C:29](=[O:30])[c:31]2[cH:32][c:33]([Cl:38])[c:34]([Cl:37])[n:35][cH:36]2)[CH2:26][CH2:27][CH2:28]1>>[F:1][CH:2]([O:3][CH2:4][CH:5]([CH3:6])[O:7][c:8]1[cH:9][c:10]([C:11](=[O:12])[NH:13][c:14]2[n:15][n:16]([CH3:19])[cH:17][cH:18]2)[cH:20][c:21]([O:23][c:34]2[c:33]([Cl:38])[cH:32][c:31]([C:29]([N:25]3[CH2:26][CH2:27][CH2:28]3)=[O:30])[cH:36][n:35]2)[cH:22]1)[F:24]. Starting materials: BrC=1C=CC(=NC1)C1(CC1)C(=O)O (1-(5-bromo-pyridin-2-yl)-cyclopropanecarboxylic acid), CNC (dimethylamine), Intermediate 5. The product is CN(C(=O)C1(CC1)C1=NC=C(C=C1)Br)C (1-(5-Bromo-pyridin-2-yl)-cyclopropanecarboxylic acid dimethylamide). RXN SMILES: [Br:1][C:2]1[CH:3]=[CH:4][C:5]([C:8]2([C:11]([OH:13])=O)[CH2:10][CH2:9]2)=[N:6][CH:7]=1.[CH3:14][NH:15][CH3:16]>>[CH3:14][N:15]([CH3:16])[C:11]([C:8]1([C:5]2[CH:4]=[CH:3][C:2]([Br:1])=[CH:7][N:6]=2)[CH2:10][CH2:9]1)=[O:13]. Reported procedure: The title compound was prepared from 1-(5-bromo-pyridin-2-yl)-cyclopropanecarboxylic acid and dimethylamine (2 mol/L in tetrahydrofuran) following a procedure analogous to that described in Step 2 for Intermediate 5. Yield: quantitative; LC (method 1): tR=1.65 min; Mass spectrum (ESI+): m/z=269/271 (Br) [M+H]+. Starting materials: BrCC(=O)C=1C=CC=2N(C1)C=C(N2)C(=O)NC2=CC=CC=C2 (6-(2-bromoacetyl)-N-phenylimidazo[1,2-a]pyridine-2-carboxamide), C(CCC)[Sn](C=COCC)(CCCC)CCCC (tributyl(2-ethoxyvinyl)tin). Product: C(C)OC=CC=1C=CC=2N(C1)C=C(N2)C(=O)NC2=CC=CC=C2 (6-(2-Ethoxyvinyl)-N-phenylimidazo[1,2-a]pyridine-2-carboxamide). As a reaction SMILES: Br[CH2:2][C:3]([C:5]1[CH:6]=[CH:7][C:8]2[N:9]([CH:11]=[C:12]([C:14]([NH:16][C:17]3[CH:22]=[CH:21][CH:20]=[CH:19][CH:18]=3)=[O:15])[N:13]=2)[CH:10]=1)=O.C([Sn](CCCC)(CCCC)[CH:28]=[CH:29][O:30]CC)CCC>>[CH2:29]([O:30][CH:2]=[CH:3][C:5]1[CH:6]=[CH:7][C:8]2[N:9]([CH:11]=[C:12]([C:14]([NH:16][C:17]3[CH:22]=[CH:21][CH:20]=[CH:19][CH:18]=3)=[O:15])[N:13]=2)[CH:10]=1)[CH3:28]. Procedure details: This product is obtained under conditions similar to those described in the first step of preparation of Intermediate 9, replacing the tributyl(1-ethoxyvinyl)tin with tributyl(2-ethoxyvinyl)tin. Starting materials: S(O)(O)(=O)=O (sulfuric acid), ClC1=CC=C(C=C1)C=1CCN(CC1)CCCCN1N=CN=C1 (4-(4-chlorophenyl)-1,2,3,6-tetrahydro-1-[4-(1H-1,2,4-triazol-1-yl)butyl]pyridine). The solvent is C(C)(C)O (isopropanol), C(C)(C)O (isopropanol). Yields the product S(=O)(=O)(O)O.ClC1=CC=C(C=C1)C=1CCN(CC1)CCCCN1N=CN=C1 (4-(4-chlorophenyl)-1,2,3,6-tetrahydro-1-[4-(1H-1,2,4-triazol-1-yl)butyl]pyridine sulfate). The yield is 89.2%. Reaction SMILES: [S:1](=[O:5])(=[O:4])([OH:3])[OH:2].[Cl:6][C:7]1[CH:12]=[CH:11][C:10]([C:13]2[CH2:14][CH2:15][N:16]([CH2:19][CH2:20][CH2:21][CH2:22][N:23]3[CH:27]=[N:26][CH:25]=[N:24]3)[CH2:17][CH:18]=2)=[CH:9][CH:8]=1>C(O)(C)C>[S:1]([OH:5])([OH:4])(=[O:3])=[O:2].[Cl:6][C:7]1[CH:12]=[CH:11][C:10]([C:13]2[CH2:18][CH2:17][N:16]([CH2:19][CH2:20][CH2:21][CH2:22][N:23]3[CH:27]=[N:26][CH:25]=[N:24]3)[CH2:15][CH:14]=2)=[CH:9][CH:8]=1 |f:3.4|. Procedure: A solution of 96% sulfuric acid (0.196 g) in isopropanol (2 ml) is added to a solution of 4-(4-chlorophenyl)-1,2,3,6-tetrahydro-1-[4-(1H-1,2,4-triazol-1-yl)butyl]pyridine (0.63 g, 2 mmol) in isopropanol (6 ml) cooled on an ice bath. After a few minutes a precipitate appears, which is filtered, washed with cold ethanol and dried, yielding 0.74 g (90%) of 4-(4-chlorophenyl)-1,2,3,6-tetrahydro-1-[4-(1H-1,2,4-triazol-1-yl)butyl]pyridine sulfate of m.p. 164-6° C. The reactants are O=C([O-])[O-], CS(=O)(=O)OCc1cc(Br)cnc1COS(C)(=O)=O, C[Si](C)(C)CCOCN1C(=O)Cc2cccnc21, CCO, [Cs+], [Cs+]. The product is C[Si](C)(C)CCOCN1C(=O)C2(Cc3cc(Br)cnc3C2)c2cccnc21. Reaction SMILES: [C:38](=[O:39])([O-:40])[O-:41].[CH3:1][S:2]([O:3][CH2:6][c:7]1[n:8][cH:9][c:10]([Br:19])[cH:11][c:12]1[CH2:13][O:4][S:5]([CH3:14])(=[O:15])=[O:16])(=[O:17])=[O:18].[CH3:20][Si:21]([CH2:22][CH2:23][O:24][CH2:25][N:26]1[C:27](=[O:35])[CH2:28][c:29]2[c:30]1[n:31][cH:32][cH:33][cH:34]2)([CH3:36])[CH3:37].[CH3:44][CH2:45][OH:46].[Cs+:42].[Cs+:43]>>[CH2:6]1[c:7]2[n:8][cH:9][c:10]([Br:19])[cH:11][c:12]2[CH2:13][C:28]12[C:27](=[O:35])[N:26]([CH2:25][O:24][CH2:23][CH2:22][Si:21]([CH3:20])([CH3:36])[CH3:37])[c:30]1[c:29]2[cH:34][cH:33][cH:32][n:31]1. Reactants: C(OC)(OC)OC (Trimethyl orthoformate), [BH4-] (borohydride), C(C)(C)C1=CC=C(C=O)C=C1 (p-iso-Propylbenzaldehyde), C(C)OCCCN (3-Ethoxypropylamine). Solvent: C(C)(=O)O (acetic acid), CO (methanol), C(Cl)Cl (DCM). Reaction conditions: time 8 hour. Product: C(C)OCCCNCC1=CC=C(C=C1)C(C)C (N-(3-ethoxypropyl)-N-(4-isopropylbenzyl)amine). The yield is 82.6%. RXN SMILES: [CH:1]([C:4]1[CH:11]=[CH:10][C:7]([CH:8]=O)=[CH:6][CH:5]=1)([CH3:3])[CH3:2].C(OC)(OC)OC.[CH2:19]([O:21][CH2:22][CH2:23][CH2:24][NH2:25])[CH3:20].[BH4-]>CO.C(Cl)Cl.C(O)(=O)C>[CH2:19]([O:21][CH2:22][CH2:23][CH2:24][NH:25][CH2:8][C:7]1[CH:10]=[CH:11][C:4]([CH:1]([CH3:3])[CH3:2])=[CH:5][CH:6]=1)[CH3:20]. Procedure details: p-iso-Propylbenzaldehyde (1.007 g, 6.798 mmol) was dissolved in methanol (5 ml). Trimethyl orthoformate (5 ml) was added. 3-Ethoxypropylamine (681 mg, 6.6 mmol) was then added and followed by acetic acid (0.2 ml). After standing at room temperature overnight, DCM (5 ml) was added and followed by borohydride on polymer support (5.28 g, 13.2 mmol). The mixture was shaken at room temperature for 4 days and then filtered. The filtrate was evaporated. The residue was dissolved in acetonitrile, then d... Reactants: ClCCl, Cl, CC(C)(O)Cn1c(CCC2(C)OCCO2)nc2c(N)nc3ccccc3c21, [Na+], [OH-], O. Yields the product CC(=O)CCc1nc2c(N)nc3ccccc3c2n1CC(C)(C)O. RXN SMILES: [Cl:31][CH2:32][Cl:33].[ClH:1].[NH2:2][c:3]1[n:4][c:5]2[cH:6][cH:7][cH:8][cH:9][c:10]2[c:11]2[c:12]1[n:13][c:14]([CH2:21][CH2:22][C:23]1([CH3:28])[O:24][CH2:27][CH2:26][O:25]1)[n:15]2[CH2:16][C:17]([CH3:18])([OH:19])[CH3:20].[Na+:30].[OH-:29].[OH2:34]>>[NH2:2][c:3]1[n:4][c:5]2[cH:6][cH:7][cH:8][cH:9][c:10]2[c:11]2[c:12]1[n:13][c:14]([CH2:21][CH2:22][C:23](=[O:24])[CH3:28])[n:15]2[CH2:16][C:17]([CH3:18])([OH:19])[CH3:20].